The task is: describe an organic reaction: reactants, conditions, products, and yield. This data is from the Open Reaction Database (ORD), a public repository of structured organic reaction records. Reactants: CS(=O)C=1NC=C(C1)C(CC1=CC(=C(C(=C1)C(C)(C)C)O)C(C)(C)C)=O (2-methylsulfinyl-4-[2-(3,5-di-t-butyl-4-hydroxyphenyl)-1-oxo-ethyl]pyrrole), ClC1=CC(=CC=C1)C(=O)OO (m-chloroperbenzoic acid). Product: CS(=O)(=O)C=1NC=C(C1)C(CC1=CC(=C(C(=C1)C(C)(C)C)O)C(C)(C)C)=O (2-methylsulfonyl-4-[2-(3,5-di-t-butyl-4-hydroxyphenyl)-1-oxo-ethyl]pyrrole). RXN SMILES: [CH3:1][S:2]([C:4]1[NH:5][CH:6]=[C:7]([C:9](=[O:26])[CH2:10][C:11]2[CH:16]=[C:15]([C:17]([CH3:20])([CH3:19])[CH3:18])[C:14]([OH:21])=[C:13]([C:22]([CH3:25])([CH3:24])[CH3:23])[CH:12]=2)[CH:8]=1)=[O:3].ClC1C=CC=C(C(OO)=[O:35])C=1>>[CH3:1][S:2]([C:4]1[NH:5][CH:6]=[C:7]([C:9](=[O:26])[CH2:10][C:11]2[CH:16]=[C:15]([C:17]([CH3:18])([CH3:19])[CH3:20])[C:14]([OH:21])=[C:13]([C:22]([CH3:25])([CH3:24])[CH3:23])[CH:12]=2)[CH:8]=1)(=[O:35])=[O:3]. Procedure details: For example, using 2-methylsulfinyl-4-[2-(3,5-di-t-butyl-4-hydroxyphenyl)-1-oxo-ethyl]pyrrole in this general reaction together with one molar equivalent of m-chloroperbenzoic acid yields 2-methylsulfonyl-4-[2-(3,5-di-t-butyl-4-hydroxyphenyl)-1-oxo-ethyl]pyrrole (a compound according to Formula X wherein: m is 1; n is 1; R is H; and X is SO2CH3 ; and Y and Z are each H).